Task: describe an organic reaction: reactants, conditions, products, and yield. Dataset: the Open Reaction Database (ORD), a public repository of structured organic reaction records Starting materials: C(CCCCC)N1C(CC(C2=CC(=CC=C12)C(C=CC1=CC=C(C(=O)O)C=C1)=O)(C)C)=O (4-[3-(1-Hexyl-4,4-dimethyl-2-oxo-1,2,3,4-tetrahydro-quinolin-6-yl)-3-oxo-propenyl]-benzoic acid), C(CCCCCC)N1C(CC(C2=CC(=CC=C12)C(C)=O)(C)C)=O (N-heptyl-6-acetyl-4,4-dimethyl-3,4-dihydro-1H-quinolin-2-one), C(CCCCCC)N1C(CC(C2=CC(=CC=C12)C(C)=O)(C)C)=O (N-heptyl-6-acetyl-4,4-dimethyl-3,4-dihydro-1H-quinolin-2-one). Yields the product C(CCCCCC)N1C(CC(C2=CC(=CC=C12)C(C=CC1=CC=C(C(=O)O)C=C1)=O)(C)C)=O (4-[3-(1-Heptyl-4,4-dimethyl-2-oxo-1,2,3,4-tetrahydro-quinolin-6-yl)-3-oxo-propenyl]-benzoic acid). Isolated yield 51.0%. RXN SMILES: [CH2:1]([N:7]1[C:16]2[C:11](=[CH:12][C:13]([C:17](=[O:29])[CH:18]=[CH:19][C:20]3[CH:28]=[CH:27][C:23]([C:24]([OH:26])=[O:25])=[CH:22][CH:21]=3)=[CH:14][CH:15]=2)[C:10]([CH3:31])([CH3:30])[CH2:9][C:8]1=[O:32])[CH2:2][CH2:3][CH2:4][CH2:5][CH3:6].[CH2:33](N1C2C(=CC(C(=O)C)=CC=2)C(C)(C)CC1=O)CCCCCC>>[CH2:1]([N:7]1[C:16]2[C:11](=[CH:12][C:13]([C:17](=[O:29])[CH:18]=[CH:19][C:20]3[CH:28]=[CH:27][C:23]([C:24]([OH:26])=[O:25])=[CH:22][CH:21]=3)=[CH:14][CH:15]=2)[C:10]([CH3:31])([CH3:30])[CH2:9][C:8]1=[O:32])[CH2:2][CH2:3][CH2:4][CH2:5][CH2:6][CH3:33]. Reported procedure: Following a procedure similar to that used for the preparation of Compound 8a but using N-heptyl-6-acetyl-4,4-dimethyl-3,4-dihydro-1H-quinolin-2-one (Intermediate 6b) as the starting material afforded the title compound as a light yellow solid (51% yield). Reactants: Cl (HCl), [OH-].[Na+] (NaOH), O=C1C=COC2=CC=C(C=C12)C(=O)[O-] (4-oxo-4H-chromene-6-carboxylate), O (water). The solvent is CO (MeOH). Reaction conditions: time 1 hour. Yields the product O=C1C=COC2=CC=C(C=C12)C(=O)O (4-oxo-4H-chromene-6-carboxylic acid). Isolated yield 166.7%. As a reaction SMILES: [OH-].[Na+].[O:3]=[C:4]1[C:13]2[C:8](=[CH:9][CH:10]=[C:11]([C:14]([O-:16])=[O:15])[CH:12]=2)[O:7][CH:6]=[CH:5]1.O.Cl>CO>[O:3]=[C:4]1[C:13]2[C:8](=[CH:9][CH:10]=[C:11]([C:14]([OH:16])=[O:15])[CH:12]=2)[O:7][CH:6]=[CH:5]1 |f:0.1|. Reported procedure: NaOH (3.56 mL, 7.11 mmol) was added to a stirred suspension of methyl 8-(1-hydroxyethyl)-2-(R)-2-methylmorpholino)-4-oxo-4H-chromene-6-carboxylate (988 mg, 2.84 mmol) in MeOH (10 mL)/water (10 mL). The resulting mixture was stirred at RT for 1 hour then acidified to pH 2-3 with a 2N aq. HCl (7.68 mL, 7.68 mmol). The resulting precipitate was collected by filtration, washed with diethyl ether and dried to afford 8-(1-hydroxyethyl)-2-(R)-2-methylmorpholino)-4-oxo-4H-chromene-6-carboxylic acid (900... Starting materials: O=C([O-])O, CCN(CC)C(=O)CCC(=O)O, ClCCl, CCCC[N+](CCCC)(CCCC)CCCC, [Na+], [Na+], [OH-], O, O=S(=O)([O-])O. Product: CCN(CC)C(=O)CCC(=O)OCCl. RXN SMILES: [C:13](=[O:14])([OH:15])[O-:16].[CH2:1]([CH3:2])[N:3]([C:4]([CH2:5][CH2:6][C:7](=[O:8])[OH:9])=[O:10])[CH2:11][CH3:12].[CH2:21]([Cl:22])[Cl:23].[CH2:29]([N+:30]([CH2:31][CH2:32][CH2:33][CH3:34])([CH2:35][CH2:36][CH2:37][CH3:38])[CH2:39][CH2:40][CH2:41][CH3:42])[CH2:43][CH2:44][CH3:45].[Na+:17].[Na+:19].[OH-:18].[OH2:20].[S:24]([O-:25])([OH:26])(=[O:27])=[O:28]>>[CH2:1]([CH3:2])[N:3]([C:4]([CH2:5][CH2:6][C:7](=[O:8])[O:9][CH2:21][Cl:22])=[O:10])[CH2:11][CH3:12]. Starting materials: N1=C(C=CC2=CC=CC=C12)COC1=CC=C(CC=2C=C(C(=O)Cl)C=CC2)C=C1 (3-(4-(2-Quinolinylmethyloxy)benzyl)benzoyl chloride), [OH-].[NH4+] (ammonium hydroxide). Reported procedure: 3-(4-(2-Quinolinylmethyloxy)benzyl)benzoyl chloride (0.05 mol) in tetrahydrofuran (300 ml) is treated with concentrated ammonium hydroxide (25 ml). The reaction mixture is stirred overnight at room temperature andthen evaporated and partitioned between ethyl acetate and water. The ethyl acetate fraction is dried and evaporated to give 3-(4-(2-quinolinylmethyloxy)benzyl)benzamide. Conditions: time 8 hour. The product is N1=C(C=CC2=CC=CC=C12)COC1=CC=C(CC=2C=C(C(=O)N)C=CC2)C=C1 (3-(4-(2-quinolinylmethyloxy)benzyl)benzamide). The solvent is O1CCCC1 (tetrahydrofuran). RXN SMILES: [N:1]1[C:10]2[C:5](=[CH:6][CH:7]=[CH:8][CH:9]=2)[CH:4]=[CH:3][C:2]=1[CH2:11][O:12][C:13]1[CH:28]=[CH:27][C:16]([CH2:17][C:18]2[CH:19]=[C:20]([CH:24]=[CH:25][CH:26]=2)[C:21](Cl)=[O:22])=[CH:15][CH:14]=1.[OH-].[NH4+:30]>O1CCCC1>[N:1]1[C:10]2[C:5](=[CH:6][CH:7]=[CH:8][CH:9]=2)[CH:4]=[CH:3][C:2]=1[CH2:11][O:12][C:13]1[CH:28]=[CH:27][C:16]([CH2:17][C:18]2[CH:19]=[C:20]([CH:24]=[CH:25][CH:26]=2)[C:21]([NH2:30])=[O:22])=[CH:15][CH:14]=1 |f:1.2|. Reactants: BrCCCCCBr (1,5-dibromopentane), OC1=CC=C(C=C1)C1=NN=C(S1)C1=CC=C(C(=O)OC)C=C1 (methyl 4-[5-(4-hydroxyphenyl)-1,3,4-thiadiazol-2-yl]benzoate), OC1=CC=C(C=C1)C1=NN=C(S1)C1=CC=C(C(=O)O)C=C1 (4-[5-(4-hydroxyphenyl)-1,3,4-thiadiazol-2-yl]benzoic acid), C([O-])([O-])=O.[K+].[K+] (potassium carbonate), Cl (hydrochloric acid). The solvent is CN(C=O)C (N,N-dimethylformamide). Conditions: temperature 100 celsius, time 1.5 hour. Product: O(C1=CC=CC=C1)CCCCCOC1=CC=C(C=C1)C1=NN=C(S1)C1=CC=C(C(=O)O)C=C1 (4-[5-[4-(5-phenoxy-n-pentyloxy) phenyl]-1,3,4-thiadiazol-2-yl]benzoic acid). RXN SMILES: [OH:1][C:2]1[CH:7]=[CH:6][C:5]([C:8]2[S:12][C:11]([C:13]3[CH:22]=[CH:21][C:16]([C:17]([O:19]C)=[O:18])=[CH:15][CH:14]=3)=[N:10][N:9]=2)=[CH:4][CH:3]=1.[OH:23][C:24]1[CH:29]=[CH:28][C:27](C2SC(C3C=CC(C(O)=O)=CC=3)=NN=2)=[CH:26][CH:25]=1.C(=O)([O-])[O-].[K+].[K+].Br[CH2:51][CH2:52][CH2:53][CH2:54][CH2:55]Br.Cl>CN(C)C=O>[O:23]([CH2:51][CH2:52][CH2:53][CH2:54][CH2:55][O:1][C:2]1[CH:3]=[CH:4][C:5]([C:8]2[S:12][C:11]([C:13]3[CH:22]=[CH:21][C:16]([C:17]([OH:19])=[O:18])=[CH:15][CH:14]=3)=[N:10][N:9]=2)=[CH:6][CH:7]=1)[C:24]1[CH:25]=[CH:26][CH:27]=[CH:28][CH:29]=1 |f:2.3.4|. Reported procedure: To a suspension of a mixture of methyl 4-[5-(4-hydroxyphenyl)-1,3,4-thiadiazol-2-yl]benzoate and 4-[5-(4-hydroxyphenyl)-1,3,4-thiadiazol-2-yl]benzoic acid (2.0 g), potassium carbonate (14.6 g) and N,N-dimethylformamide (15 ml) was added 1,5-dibromopentane (10 ml) and the mixture was stirred at 100° C. (bath temperature) for 1.5 hours. The resulting mixture was neutralized by 0.1N hydrochloric acid and extracted with dichloromethane. The organic layer was washed with brine and dried over magnesiu... Reactants: [N+](=O)([O-])C=1C=C(CN)C=CC1 (3-nitrobenzylamine), ClC=1C2=C(N=C(N1)C1=CC=NO1)SC(=C2)CC (4-chloro-2-(isoxazol-5-yl)-6-ethyl-thieno-[2,3-d]-pyrimidine). The product is O1N=CC=C1C=1N=C(C2=C(N1)SC(=C2)CC)NCC2=CC(=CC=C2)[N+](=O)[O-] (2-(isoxazol-5-yl)-4-(3-nitrobenzylamino)-6-ethyl-thieno-[2,3-d]-pyrimidine). Reaction SMILES: [N+:1]([C:4]1[CH:5]=[C:6]([CH:9]=[CH:10][CH:11]=1)[CH2:7][NH2:8])([O-:3])=[O:2].Cl[C:13]1[C:14]2[CH:26]=[C:25]([CH2:27][CH3:28])[S:24][C:15]=2[N:16]=[C:17]([C:19]2[O:23][N:22]=[CH:21][CH:20]=2)[N:18]=1>>[O:23]1[C:19]([C:17]2[N:18]=[C:13]([NH:8][CH2:7][C:6]3[CH:9]=[CH:10][CH:11]=[C:4]([N+:1]([O-:3])=[O:2])[CH:5]=3)[C:14]3[CH:26]=[C:25]([CH2:27][CH3:28])[S:24][C:15]=3[N:16]=2)=[CH:20][CH:21]=[N:22]1. Reported procedure: With the procedure of Example 1, the reaction of 3-nitrobenzylamine with 4-chloro-2-(isoxazol-5-yl)-6-ethyl-thieno-[2,3-d]-pyrimidine yields 2-(isoxazol-5-yl)-4-(3-nitrobenzylamino)-6-ethyl-thieno-[2,3-d]-pyrimidine. RXN SMILES: [CH2:31]1[O:32][CH2:33][CH2:34][CH2:35]1.[CH3:1][O:2][C:3]([c:4]1[cH:5][cH:6][c:7]([S:10](=[O:11])(=[O:12])[n:13]2[n:14][c:15]([CH:22]3[CH2:23][CH2:24][CH2:25][CH2:26]3)[c:16]3[cH:17][cH:18][cH:19][cH:20][c:21]23)[cH:8][cH:9]1)=[O:27].[ClH:30].[Na+:29].[OH-:28]>>[O:2]=[C:3]([c:4]1[cH:5][cH:6][c:7]([S:10](=[O:11])(=[O:12])[n:13]2[n:14][c:15]([CH:22]3[CH2:23][CH2:24][CH2:25][CH2:26]3)[c:16]3[cH:17][cH:18][cH:19][cH:20][c:21]23)[cH:8][cH:9]1)[OH:27]. The reactants are C1CCOC1, COC(=O)c1ccc(S(=O)(=O)n2nc(C3CCCC3)c3ccccc32)cc1, Cl, [Na+], [OH-]. The product is O=C(O)c1ccc(S(=O)(=O)n2nc(C3CCCC3)c3ccccc32)cc1. The reactants are C(C(C)C)N(NC(CCC(C)C)=O)C([C@H](NC(=O)OCC1C2=CC=CC=C2C=2C=CC=CC12)C)=O (2′-isobutyl-2′-[N-(9-fluorenylmethoxycarbonyl)-D-alanyl]-4-methylvalerohydrazide). The solvent is ClCCl (dichloromethane), N1CCCCC1 (piperidine). Reaction conditions: time 2 hour. Yields the product C(C(C)C)NNC(CCC(C)C)=O (2′-isobutyl-4-methylvalerohydrazide). Reaction SMILES: [CH2:1]([N:5](C(=O)[C@@H](C)NC(OCC1C2C=CC=CC=2C2C1=CC=CC=2)=O)[NH:6][C:7](=[O:13])[CH2:8][CH2:9][CH:10]([CH3:12])[CH3:11])[CH:2]([CH3:4])[CH3:3]>ClCCl.N1CCCCC1>[CH2:1]([NH:5][NH:6][C:7](=[O:13])[CH2:8][CH2:9][CH:10]([CH3:12])[CH3:11])[CH:2]([CH3:4])[CH3:3]. Procedure: A solution of 1.67 g of (E)-2(R)-[1(S)-(tetrahydro-2(RS)-pyranyloxy)carbamoyl]-4-phenyl-3-butenyl]-2′-isobutyl-2′-[N-(9-fluorenylmethoxycarbonyl)-D-alanyl]-4-methylvalerohydrazide in a mixture of 20 ml of dichloromethane and 5 ml of piperidine was stirred at room temperature for 2 hours. The solution was evaporated and the residue was triturated with hexane/diethyl ether (2:1). The residue was purified by flash column chromatography on silica gel using methanol/dichloromethane (5:95) for the elu... Starting materials: CC(=O)NCCCC(C)N(c1cc(Cl)ccc1Cl)S(=O)(=O)c1ccc(Cl)cc1, O=C(Cl)Oc1ccccc1. Product: CC(CCCNC(=O)Oc1ccccc1)N(c1cc(Cl)ccc1Cl)S(=O)(=O)c1ccc(Cl)cc1. RXN SMILES: [Cl:1][c:2]1[cH:3][cH:4][c:5]([S:8](=[O:9])(=[O:10])[N:11]([CH:12]([CH2:13][CH2:14][CH2:15][NH:16][C:17]([CH3:18])=[O:19])[CH3:20])[c:21]2[c:22]([Cl:28])[cH:23][cH:24][c:25]([Cl:27])[cH:26]2)[cH:6][cH:7]1.[Cl:29][C:30](=[O:31])[O:32][c:33]1[cH:34][cH:35][cH:36][cH:37][cH:38]1>>[Cl:1][c:2]1[cH:3][cH:4][c:5]([S:8](=[O:9])(=[O:10])[N:11]([CH:12]([CH2:13][CH2:14][CH2:15][NH:16][C:17](=[O:19])[O:32][c:33]2[cH:34][cH:35][cH:36][cH:37][cH:38]2)[CH3:20])[c:21]2[c:22]([Cl:28])[cH:23][cH:24][c:25]([Cl:27])[cH:26]2)[cH:6][cH:7]1.